Dataset: the Open Reaction Database (ORD), a public repository of structured organic reaction records. Task: describe an organic reaction: reactants, conditions, products, and yield Starting materials: CN(Cc1ccccc1)C1CCN(C(=O)OC(C)(C)C)CC1, CO, ClCCl, Cl. Yields the product CN(Cc1ccccc1)C1CCNCC1. Reaction SMILES: [C:1]([O:2][C:3](=[O:4])[N:8]1[CH2:9][CH2:10][CH:11]([N:14]([CH3:15])[CH2:16][c:17]2[cH:18][cH:19][cH:20][cH:21][cH:22]2)[CH2:12][CH2:13]1)([CH3:5])([CH3:6])[CH3:7].[CH3:23][OH:24].[Cl:26][CH2:27][Cl:28].[ClH:25]>>[NH:8]1[CH2:9][CH2:10][CH:11]([N:14]([CH3:15])[CH2:16][c:17]2[cH:18][cH:19][cH:20][cH:21][cH:22]2)[CH2:12][CH2:13]1. The reactants are ice water, O[C@H](C)[C-]1C=CC=C1.[C-]1(C=CC=C1)[C@@H](C)O.[Fe+2] ((R,R)-1,1'-bis(1-hydroxyethyl)ferrocene), N1=CC=CC=C1 (pyridine), C(C)(=O)OC(C)=O (acetic anhydride), anhydride, CCCCCC (hexane). Run at temperature 25 celsius, time 16 hour. Yields the product CN([C@H](C)[C-]1C=CC=C1)C.[C-]1(C=CC=C1)[C@@H](C)N(C)C.[Fe+2] ((R,R)-1,1'-Bis[1-(dimethylamino)ethyl]ferrocene). RXN SMILES: O[C@@H:2]([C-:4]1[CH:8]=[CH:7][CH:6]=[CH:5]1)[CH3:3].[C-:9]1([C@H:14](O)[CH3:15])[CH:13]=[CH:12][CH:11]=[CH:10]1.[Fe+2:17].C(OC(=O)C)(=O)C.CCCCCC.[N:31]1[CH:36]=CC=C[CH:32]=1>>[CH3:32][N:31]([CH3:36])[C@@H:2]([C-:4]1[CH:8]=[CH:7][CH:6]=[CH:5]1)[CH3:3].[C-:9]1([C@H:14]([N:31]([CH3:36])[CH3:32])[CH3:15])[CH:13]=[CH:12][CH:11]=[CH:10]1.[Fe+2:17] |f:0.1.2,6.7.8|. Procedure details: 32.7 g (about 111 mmol) of crude (R,R)-1,1'-bis(1-hydroxyethyl)ferrocene were dissolved in 30 ml of pyridine and admixed with 30 ml of acetic anhydride. After stirring for 16 hours at 25° C., the excess anhydride was hydrolysed with 200 ml of ice water and the mixture was extracted three times with 100 ml each Time of diethyl ether. The combined organic phases were washed once more with about 150 ml of water, dried over magnesium sulphate and evaporated. The residue was admixed with 200 ml of he... The reactants are CSC=1N=NC=CN1 (3-Methylthio-1,2,4-triazine), CN(C)CCN (unsym-dimethylethylene diamine). Solvent: C(C)(C)O (isopropyl alcohol). Product: CN(CCNC=1N=NC=CN1)C (3-(2-Dimethylaminoethylamino)-1,2,4-triazine). As a reaction SMILES: CS[C:3]1[N:4]=[N:5][CH:6]=[CH:7][N:8]=1.[CH3:9][N:10]([CH2:12][CH2:13][NH2:14])[CH3:11]>C(O)(C)C>[CH3:9][N:10]([CH3:11])[CH2:12][CH2:13][NH:14][C:3]1[N:4]=[N:5][CH:6]=[CH:7][N:8]=1. Procedure: 3-Methylthio-1,2,4-triazine (19.1 g., 0.15 mole) and unsym-dimethylethylene diamine (35.2 g., 0.40 mole) are dissolved in 100 ml of isopropyl alcohol and the mixture is heated under reflux in a nitrogen atmosphere for five days. The solvent is removed under reduced pressure and the residue is distilled at 0.5 mm of Hg. 3-(2-Dimethylaminoethylamino)-1,2,4-triazine is collected at 168°-169° C. The reactants are CN1C(N(C(C=2NC=NC12)=O)CCCCP(OCC)(OCC)=O)=O (diethyl [4-(3-methylxanthin-1-yl)-butyl]phosphonate), C(C)I (ethyl iodide), C([O-])([O-])=O.[K+].[K+] (potassium carbonate). Run in CN(C)C=O (DMF). Run at temperature 60 celsius. The product is C(C)N1C=NC=2N(C(N(C(C12)=O)CCCCP(OCC)(OCC)=O)=O)C (Diethyl [4-(7-ethyl-3-methylxanthin-1-yl)butyl]phosphonate). As a reaction SMILES: [CH3:1][N:2]1[C:10]2[N:9]=[CH:8][NH:7][C:6]=2[C:5](=[O:11])[N:4]([CH2:12][CH2:13][CH2:14][CH2:15][P:16](=[O:23])([O:20][CH2:21][CH3:22])[O:17][CH2:18][CH3:19])[C:3]1=[O:24].[CH2:25](I)[CH3:26].C(=O)([O-])[O-].[K+].[K+]>CN(C=O)C>[CH2:25]([N:7]1[C:6]2[C:5](=[O:11])[N:4]([CH2:12][CH2:13][CH2:14][CH2:15][P:16](=[O:23])([O:17][CH2:18][CH3:19])[O:20][CH2:21][CH3:22])[C:3](=[O:24])[N:2]([CH3:1])[C:10]=2[N:9]=[CH:8]1)[CH3:26] |f:2.3.4|. Procedure details: 7.2 g (0.02 mol) of diethyl [4-(3-methylxanthin-1-yl)-butyl]phosphonate were suspended in 100 ml of DMF, treated with 4.7 g (0.03 mol) of ethyl iodide and 4.1 g (0.03 mol) of activated potassium carbonate and heated at 60° C. for 4 hours. The solid was filtered off, the filtrate was concentrated under reduced pressure and the oily residue which remained was taken up in ethyl acetate, filtered again and crystallized from diisopropyl ether.